Dataset: the Open Reaction Database (ORD), a public repository of structured organic reaction records. Task: describe an organic reaction: reactants, conditions, products, and yield Reactants: [N+](=O)([O-])C1=C(C=CC(=C1)Cl)C (2-nitro-4-chlorotoluene), O (water). The reagents and catalysts are [Fe] (Fe). The solvent is CO (MeOH). Run at time 3 hour. The product is NC1=C(C=CC(=C1)Cl)C (2-Amino-4-chlorotoluene). Yield: 89.0%. As a reaction SMILES: [N+:1]([C:4]1[CH:9]=[C:8]([Cl:10])[CH:7]=[CH:6][C:5]=1[CH3:11])([O-])=O.O>CO.[Fe]>[NH2:1][C:4]1[CH:9]=[C:8]([Cl:10])[CH:7]=[CH:6][C:5]=1[CH3:11]. Procedure details: To a solution of 2-nitro-4-chlorotoluene (86 g, 0.5 mol) in MeOH (250 mL) was added Fe powder (92 g, 3.65 mol) by portions over 45 min while refluxing gently. The mixture was stirred for 3 h at room temperature, poured into water (1.5 L) and extracted with AcOEt. The organic layers were dried over MgSO4 and concentrated in vacuo to give 63 g of the title compound. The reactants are Cl, COC(=O)c1cc([N+](=O)[O-])cc2c(O)nc(Nc3ccc(F)cc3)nc12, [Li+], C1CCOC1, [OH-], O, O. The product is O=C(O)c1cc([N+](=O)[O-])cc2c(O)nc(Nc3ccc(F)cc3)nc12. As a reaction SMILES: [ClH:30].[F:1][c:2]1[cH:3][cH:4][c:5]([NH:8][c:9]2[n:10][c:11]3[c:12]([C:23](=[O:24])[O:25][CH3:26])[cH:13][c:14]([N+:20](=[O:21])[O-:22])[cH:15][c:16]3[c:17]([OH:19])[n:18]2)[cH:6][cH:7]1.[Li+:29].[O:31]1[CH2:32][CH2:33][CH2:34][CH2:35]1.[OH-:28].[OH2:27].[OH2:36]>>[F:1][c:2]1[cH:3][cH:4][c:5]([NH:8][c:9]2[n:10][c:11]3[c:12]([C:23](=[O:24])[OH:25])[cH:13][c:14]([N+:20](=[O:21])[O-:22])[cH:15][c:16]3[c:17]([OH:19])[n:18]2)[cH:6][cH:7]1. Reactants: ClC=1C=C(C=CC1)O (3-chlorophenol), C(C)(=O)OC(C)=O (acetic anhydride). Reagents/catalysts: S(O)(O)(=O)=O (sulphuric acid). Run in O (water). Run at time 18 hour. The product is C(C)(=O)OC1=CC(=CC=C1)Cl (3-chlorophenyl acetate). Reaction SMILES: [Cl:1][C:2]1[CH:3]=[C:4]([OH:8])[CH:5]=[CH:6][CH:7]=1.[C:9](OC(=O)C)(=[O:11])[CH3:10]>S(=O)(=O)(O)O.O>[C:9]([O:8][C:4]1[CH:5]=[CH:6][CH:7]=[C:2]([Cl:1])[CH:3]=1)(=[O:11])[CH3:10]. Reported procedure: Concentrated sulphuric acid (5 drops) was added cautiously to a stirred mixture of 3-chlorophenol (74 g) and acetic anhydride (64.6 g) at ambient temperature. The mixture was left to stand for 18 hours and then added to water (300 ml). The mixture was extracted with dichloromethane and the combined extracts washed with sodium bicarbonate solution, dried and evaporated under reduced pressure. The oil obtained was distilled under vacuum to give 3-chlorophenyl acetate b.p. 116°-118° C. (2 mmHg). Reactants: O=C([O-])[O-], CC(C)CCCCCCCBr, O=C(Cc1ccccc1)c1ccc(O)cc1O, CC(C)=O, [K+], [K+]. The product is CC(C)CCCCCCCOc1ccc(C(=O)Cc2ccccc2)c(O)c1. RXN SMILES: [C:29](=[O:30])([O-:31])[O-:32].[CH2:18]([CH2:19][CH2:20][CH2:21][CH2:22][CH2:23][CH2:24][CH:25]([CH3:26])[CH3:27])[Br:28].[CH2:1]([c:2]1[cH:3][cH:4][cH:5][cH:6][cH:7]1)[C:8](=[O:9])[c:10]1[c:11]([OH:17])[cH:12][c:13]([OH:16])[cH:14][cH:15]1.[CH3:35][C:36](=[O:37])[CH3:38].[K+:33].[K+:34]>>[CH2:1]([c:2]1[cH:3][cH:4][cH:5][cH:6][cH:7]1)[C:8](=[O:9])[c:10]1[c:11]([OH:17])[cH:12][c:13]([O:16][CH2:18][CH2:19][CH2:20][CH2:21][CH2:22][CH2:23][CH2:24][CH:25]([CH3:26])[CH3:27])[cH:14][cH:15]1.